From a dataset of the Open Reaction Database (ORD), a public repository of structured organic reaction records. describe an organic reaction: reactants, conditions, products, and yield As a reaction SMILES: [CH3:21][CH2:22][OH:23].[Cl:1][c:2]1[n:3][c:4]([C:12]([F:13])([F:14])[F:15])[cH:5][c:6]([C:8]([F:9])([F:10])[F:11])[cH:7]1.[Na+:20].[OH2:24].[S:16](=[O:17])([OH:18])[O-:19]>>[Na+:20].[c:2]1([S:16](=[O:17])(=[O:18])[O-:19])[n:3][c:4]([C:12]([F:13])([F:14])[F:15])[cH:5][c:6]([C:8]([F:9])([F:10])[F:11])[cH:7]1. Product: [Na+], O=S(=O)([O-])c1cc(C(F)(F)F)cc(C(F)(F)F)n1. Reactants: CCO, FC(F)(F)c1cc(Cl)nc(C(F)(F)F)c1, [Na+], O, O=S([O-])O. Reaction SMILES: [CH2:14]([Li:15])[CH2:16][CH2:17][CH3:18].[CH2:28]1[O:29][CH2:30][CH2:31][CH2:32]1.[CH3:19][O:20][S:21]([O:22][CH3:23])(=[O:24])=[O:25].[Cl-:26].[NH4+:27].[cH:1]1[cH:2][cH:3][c:4]2[c:5]([cH:6]1)[o:7][c:8]1[cH:9][cH:10][cH:11][cH:12][c:13]21>>[cH:1]1[cH:2][cH:3][c:4]2[c:5]([cH:6]1)[o:7][c:8]1[c:9]([CH3:14])[cH:10][cH:11][cH:12][c:13]21. Yields the product Cc1cccc2c1oc1ccccc12. The reactants are [Li]CCCC, C1CCOC1, COS(=O)(=O)OC, [Cl-], [NH4+], c1ccc2c(c1)oc1ccccc12. Reaction SMILES: [Br:1][c:2]1[cH:3][cH:4][c:5]([C:6](=[O:7])[OH:8])[cH:9][cH:10]1.[CH2:22]([Cl:23])[CH2:24][Cl:25].[CH:36]([N:37]([CH2:38][CH3:39])[CH:40]([CH3:41])[CH3:42])([CH3:43])[CH3:44].[O:45]=[CH:46][N:47]([CH3:48])[CH3:49].[OH2:50].[OH:26][n:27]1[c:28]2[c:29]([cH:30][cH:31][cH:32][cH:33]2)[n:34][n:35]1.[c:11]1([CH:17]2[CH2:18][NH:19][CH2:20][CH2:21]2)[cH:12][cH:13][cH:14][cH:15][cH:16]1>>[Br:1][c:2]1[cH:3][cH:4][c:5]([C:6](=[O:8])[N:19]2[CH2:18][CH:17]([c:11]3[cH:12][cH:13][cH:14][cH:15][cH:16]3)[CH2:21][CH2:20]2)[cH:9][cH:10]1. Reactants: O=C(O)c1ccc(Br)cc1, ClCCCl, CCN(C(C)C)C(C)C, CN(C)C=O, O, On1nnc2ccccc21, c1ccc(C2CCNC2)cc1. The product is O=C(c1ccc(Br)cc1)N1CCC(c2ccccc2)C1.